This data is from the Open Reaction Database (ORD), a public repository of structured organic reaction records. The task is: describe an organic reaction: reactants, conditions, products, and yield Reactants: IC1=NNC2=CC=C(C=C12)[N+](=O)[O-] (3-iodo-5-nitro-1H-indazole), [H-].[Na+] (sodium hydride), O (Water), C(C1=CC=CC=C1)(C1=CC=CC=C1)(C1=CC=CC=C1)Cl (trityl chloride). Solvent: O1CCCC1 (tetrahydrofuran), C(C)(=O)OCC (ethyl acetate). Conditions: time 10 minute. Yields the product IC1=NN(C2=CC=C(C=C12)[N+](=O)[O-])C(C1=CC=CC=C1)(C1=CC=CC=C1)C1=CC=CC=C1 (3-Iodo-5-nitro-1-trityl-1H-indazole). Yield: 95.9%. RXN SMILES: [I:1][C:2]1[C:10]2[C:5](=[CH:6][CH:7]=[C:8]([N+:11]([O-:13])=[O:12])[CH:9]=2)[NH:4][N:3]=1.[H-].[Na+].[C:16](Cl)([C:29]1[CH:34]=[CH:33][CH:32]=[CH:31][CH:30]=1)([C:23]1[CH:28]=[CH:27][CH:26]=[CH:25][CH:24]=1)[C:17]1[CH:22]=[CH:21][CH:20]=[CH:19][CH:18]=1.O>O1CCCC1.C(OCC)(=O)C>[I:1][C:2]1[C:10]2[C:5](=[CH:6][CH:7]=[C:8]([N+:11]([O-:13])=[O:12])[CH:9]=2)[N:4]([C:16]([C:17]2[CH:22]=[CH:21][CH:20]=[CH:19][CH:18]=2)([C:29]2[CH:30]=[CH:31][CH:32]=[CH:33][CH:34]=2)[C:23]2[CH:24]=[CH:25][CH:26]=[CH:27][CH:28]=2)[N:3]=1 |f:1.2|. Procedure: To a solution of 27.5 g of 3-iodo-5-nitro-1H-indazole in 300 ml tetrahydrofuran at 0° C. in an atmosphere of nitrogen gas was added 6.1 g of 60% sodium hydride, and the mixture was stirred at the same temperature for 10 minutes. To the mixture was added 39.8 g of trityl chloride, followed by stirring at room temperature for 1 hour. Water was added and the mixture was diluted with ethyl acetate. The organic layer was sequentially washed with saturated aqueous ammonium chloride solution and brine,... The reactants are Cc1c(OC2CCN(C(=O)OC(C)(C)C)C2)cccc1[N+](=O)[O-], CCO. Product: Cc1c(N)cccc1OC1CCN(C(=O)OC(C)(C)C)C1. As a reaction SMILES: [CH3:1][c:2]1[c:3]([O:4][CH:5]2[CH2:6][N:7]([C:10](=[O:11])[O:12][C:13]([CH3:14])([CH3:15])[CH3:16])[CH2:8][CH2:9]2)[cH:17][cH:18][cH:19][c:20]1[N+:21]([O-:22])=[O:23].[CH3:24][CH2:25][OH:26]>>[CH3:1][c:2]1[c:3]([O:4][CH:5]2[CH2:6][N:7]([C:10](=[O:11])[O:12][C:13]([CH3:14])([CH3:15])[CH3:16])[CH2:8][CH2:9]2)[cH:17][cH:18][cH:19][c:20]1[NH2:21]. The reactants are [Br-], Cc1cc(-c2ccc(C(F)(F)F)cc2)sc1C=O, [Mg+]C1CCCCC1, Cl, C1CCOC1, C1CCOC1, O. The product is Cc1cc(-c2ccc(C(F)(F)F)cc2)sc1C(O)C1CCCCC1. RXN SMILES: [Br-:24].[CH3:1][c:2]1[c:3]([CH:17]=[O:18])[s:4][c:5](-[c:7]2[cH:8][cH:9][c:10]([C:13]([F:14])([F:15])[F:16])[cH:11][cH:12]2)[cH:6]1.[CH:25]1([Mg+:31])[CH2:26][CH2:27][CH2:28][CH2:29][CH2:30]1.[ClH:32].[O:19]1[CH2:20][CH2:21][CH2:22][CH2:23]1.[O:34]1[CH2:35][CH2:36][CH2:37][CH2:38]1.[OH2:33]>>[CH3:1][c:2]1[c:3]([CH:17]([OH:18])[CH:25]2[CH2:26][CH2:27][CH2:28][CH2:29][CH2:30]2)[s:4][c:5](-[c:7]2[cH:8][cH:9][c:10]([C:13]([F:14])([F:15])[F:16])[cH:11][cH:12]2)[cH:6]1. Yields the product COc1ccc(C2(C)CSc3cc(OC)ccc3C2CCCCCCCCO)cc1. RXN SMILES: [C:1]([Si:2]([CH3:3])([CH3:4])[O:6][CH2:7][CH2:8][CH2:9][CH2:10][CH2:11][CH2:12][CH2:13][CH2:14][CH:15]1[C:16]([CH3:27])([c:28]2[cH:29][cH:30][c:31]([O:34][CH3:35])[cH:32][cH:33]2)[CH2:17][S:18][c:19]2[cH:20][c:21]([O:25][CH3:26])[cH:22][cH:23][c:24]21)([CH3:5])([CH3:36])[CH3:37].[CH3:39][CH2:40][CH2:41][CH2:42][N+:43]([CH2:44][CH2:45][CH2:46][CH3:47])([CH2:48][CH2:49][CH2:50][CH3:51])[CH2:52][CH2:53][CH2:54][CH3:55].[F-:38].[O:56]1[CH2:57][CH2:58][CH2:59][CH2:60]1>>[OH:6][CH2:7][CH2:8][CH2:9][CH2:10][CH2:11][CH2:12][CH2:13][CH2:14][CH:15]1[C:16]([CH3:27])([c:28]2[cH:29][cH:30][c:31]([O:34][CH3:35])[cH:32][cH:33]2)[CH2:17][S:18][c:19]2[cH:20][c:21]([O:25][CH3:26])[cH:22][cH:23][c:24]21. Starting materials: COc1ccc(C2(C)CSc3cc(OC)ccc3C2CCCCCCCCO[Si](C)(C)C(C)(C)C)cc1, CCCC[N+](CCCC)(CCCC)CCCC, [F-], C1CCOC1. The reactants are C(C1=CC=CC=C1)(=O)OCCN1C=NC=2C(=NC=3C=CC=CC3C21)Cl (1-(2-benzoyloxyethyl)-4-chloro-1H-imidazo[4,5-c]quinoline), N (ammonia). Run in CO (methanol). Conditions: temperature 20 celsius, time 3 day. The product is ClC1=NC=2C=CC=CC2C2=C1N=CN2CCO (4-chloro-1-(2-hydroxyethyl)-1H-imidazo[4,5-c]quinoline). As a reaction SMILES: C([O:9][CH2:10][CH2:11][N:12]1[C:24]2[C:23]3[CH:22]=[CH:21][CH:20]=[CH:19][C:18]=3[N:17]=[C:16]([Cl:25])[C:15]=2[N:14]=[CH:13]1)(=O)C1C=CC=CC=1.N>CO>[Cl:25][C:16]1[C:15]2[N:14]=[CH:13][N:12]([CH2:11][CH2:10][OH:9])[C:24]=2[C:23]2[CH:22]=[CH:21][CH:20]=[CH:19][C:18]=2[N:17]=1. Reported procedure: A mixture of 25.3 g (0.072 mole) of 1-(2-benzoyloxyethyl)-4-chloro-1H-imidazo[4,5-c]quinoline (from Example 120) and 500 ml of 10% ammonia in methanol was stirred at about 20° C. for three days, and was filtered and then evaporated to low volume. The slurry was mixed with diethyl ether, and the solid was separated by filtration, washed with ether and recrystallized from methanol to provide white crystals of 4-chloro-1-(2-hydroxyethyl)-1H-imidazo[4,5-c]quinoline, m.p. 185°-187° C. Analysis: Calcu...